This data is from the Open Reaction Database (ORD), a public repository of structured organic reaction records. The task is: describe an organic reaction: reactants, conditions, products, and yield The reactants are [Br-], C1CCC(CN2CCNCC2)CC1, O=C(Cl)Oc1ccc(Oc2ncc(C(F)(F)F)cc2Cl)cc1, [K+]. Yields the product O=C(Oc1ccc(Oc2ncc(C(F)(F)F)cc2Cl)cc1)N1CCN(CC2CCCCC2)CC1. RXN SMILES: [Br-:36].[CH:23]1([CH2:29][N:30]2[CH2:31][CH2:32][NH:33][CH2:34][CH2:35]2)[CH2:24][CH2:25][CH2:26][CH2:27][CH2:28]1.[Cl:1][C:2](=[O:3])[O:4][c:5]1[cH:6][cH:7][c:8]([O:11][c:12]2[n:13][cH:14][c:15]([C:19]([F:20])([F:21])[F:22])[cH:16][c:17]2[Cl:18])[cH:9][cH:10]1.[K+:37]>>[C:2](=[O:3])([O:4][c:5]1[cH:6][cH:7][c:8]([O:11][c:12]2[n:13][cH:14][c:15]([C:19]([F:20])([F:21])[F:22])[cH:16][c:17]2[Cl:18])[cH:9][cH:10]1)[N:33]1[CH2:32][CH2:31][N:30]([CH2:29][CH:23]2[CH2:24][CH2:25][CH2:26][CH2:27][CH2:28]2)[CH2:35][CH2:34]1. Starting materials: C(C1=CC=CC=C1)OC1=C(C=CC(=C1)OCC1=CC=CC=C1)C1CCNCC1 (4-(2,4-bis(benzyloxy)phenyl)piperidine), C(CCC)N=C=O (butyl isocyanate). The solvent is O1CCCC1 (tetrahydrofuran), C(C)(C)N(C(C)C)CC (N,N-diisopropylethylamine). Reaction conditions: time 20 minute. The product is C(CCC)NC(=O)N1CCC(CC1)C1=C(C=C(C=C1)OCC1=CC=CC=C1)OCC1=CC=CC=C1 (4-(2,4-bis(benzyloxy)phenyl)piperidine-1-carboxylic acid butylamide). Isolated yield 78.0%. Reaction SMILES: [CH2:1]([N:5]=[C:6]=[O:7])[CH2:2][CH2:3][CH3:4].[CH2:8]([O:15][C:16]1[CH:21]=[C:20]([O:22][CH2:23][C:24]2[CH:29]=[CH:28][CH:27]=[CH:26][CH:25]=2)[CH:19]=[CH:18][C:17]=1[CH:30]1[CH2:35][CH2:34][NH:33][CH2:32][CH2:31]1)[C:9]1[CH:14]=[CH:13][CH:12]=[CH:11][CH:10]=1>O1CCCC1.C(N(CC)C(C)C)(C)C>[CH2:1]([NH:5][C:6]([N:33]1[CH2:32][CH2:31][CH:30]([C:17]2[CH:18]=[CH:19][C:20]([O:22][CH2:23][C:24]3[CH:29]=[CH:28][CH:27]=[CH:26][CH:25]=3)=[CH:21][C:16]=2[O:15][CH2:8][C:9]2[CH:14]=[CH:13][CH:12]=[CH:11][CH:10]=2)[CH2:35][CH2:34]1)=[O:7])[CH2:2][CH2:3][CH3:4]. Procedure details: In a 10 ml round-bottomed flask, 0.25 g of 4-(2,4-bis(benzyloxy)phenyl)piperidine is dissolved in 5 ml of tetrahydrofuran in the presence of 0.23 ml of N,N-diisopropylethylamine. 0.08 ml of butyl isocyanate is added and the reaction mixture is then stirred for 20 minutes at ambient temperature. The reaction mixture is extracted with ethyl acetate, and then the organic phases are combined and dried over magnesium sulphate. The residue is chromatographed on silica gel (8/2 heptanelethyl acetate). ...